Dataset: the Open Reaction Database (ORD), a public repository of structured organic reaction records. Task: describe an organic reaction: reactants, conditions, products, and yield Reactants: C(C)N1C2=CC=C(C=C2C=2C=C(C=CC12)CO)OC (9-ethyl-3-hydroxymethyl-6-methoxycarbazole). Reagents/catalysts: O=[Mn]=O (MnO2). Run in CC(=O)C (acetone). Conditions: time 60 hour. Product: C(C)N1C2=CC=C(C=C2C=2C=C(C=CC12)C=O)OC (9-Ethyl-6-methoxycarbazole-3-carboxaldehyde). The yield is 0.1%. Reaction SMILES: [CH2:1]([N:3]1[C:15]2[CH:14]=[CH:13][C:12]([CH2:16][OH:17])=[CH:11][C:10]=2[C:9]2[C:4]1=[CH:5][CH:6]=[C:7]([O:18][CH3:19])[CH:8]=2)[CH3:2]>CC(C)=O.O=[Mn]=O>[CH2:1]([N:3]1[C:15]2[CH:14]=[CH:13][C:12]([CH:16]=[O:17])=[CH:11][C:10]=2[C:9]2[C:4]1=[CH:5][CH:6]=[C:7]([O:18][CH3:19])[CH:8]=2)[CH3:2]. Reported procedure: A solution of 9-ethyl-3-hydroxymethyl-6-methoxycarbazole (0.305 g, 1.2 mmol) in acetone (5 mL) was treated with MnO2 (0.52 g, 6 mmol) and the reaction stirred at room temperature for 60 hours. The reaction mixture was filtered and the solvent evaporated under reduced pressure. The crude was purified by column chromatography (heptane/ethyl acetate 5/1) to afford 0.190 mg of the title compound.